This data is from the Open Reaction Database (ORD), a public repository of structured organic reaction records. The task is: describe an organic reaction: reactants, conditions, products, and yield The product is CC(C)(c1ccccc1)c1ccc(N)c(C(=O)O)c1. As a reaction SMILES: [CH3:11][C:12](=[CH2:13])[c:14]1[cH:15][cH:16][cH:17][cH:18][cH:19]1.[Cl-:24].[Cl-:26].[ClH:20].[NH2:1][c:2]1[cH:3][cH:4][cH:5][cH:6][c:7]1[C:8]([OH:9])=[O:10].[Na+:22].[OH-:21].[OH2:23].[Zn+2:25]>>[NH2:1][c:2]1[cH:3][cH:4][c:5]([C:12]([CH3:11])([CH3:13])[c:14]2[cH:15][cH:16][cH:17][cH:18][cH:19]2)[cH:6][c:7]1[C:8]([OH:9])=[O:10]. Reactants: C=C(C)c1ccccc1, [Cl-], [Cl-], Cl, Nc1ccccc1C(=O)O, [Na+], [OH-], O, [Zn+2]. The reactants are C1(=CC=CC=C1)/C(=C(\CC)/C1=CC=CC=C1)/C1=CC=C(C=C1)C=CC(=O)O (3-[4-(Z)-(1,2-diphenylbut-1-enyl)phenyl]-acrylic acid), C1(=CC=CC=C1)S(=O)(=O)N (benzene sulfonamide). Product: C1(=CC=CC=C1)C(=C(CC)C1=CC=CC=C1)C1=CC=C(C=C1)C=CC(=O)NS(=O)(=O)C1=CC=CC=C1 (N-{3-[4-(1,2-diphenyl-but-1-enyl)-phenyl]-acryloyl}-benzenesulfonamide). Reaction SMILES: [C:1]1(/[C:7](/[C:17]2[CH:22]=[CH:21][C:20]([CH:23]=[CH:24][C:25](O)=[O:26])=[CH:19][CH:18]=2)=[C:8](/[C:11]2[CH:16]=[CH:15][CH:14]=[CH:13][CH:12]=2)\[CH2:9][CH3:10])[CH:6]=[CH:5][CH:4]=[CH:3][CH:2]=1.[C:28]1([S:34]([NH2:37])(=[O:36])=[O:35])[CH:33]=[CH:32][CH:31]=[CH:30][CH:29]=1>>[C:1]1([C:7]([C:17]2[CH:22]=[CH:21][C:20]([CH:23]=[CH:24][C:25]([NH:37][S:34]([C:28]3[CH:33]=[CH:32][CH:31]=[CH:30][CH:29]=3)(=[O:36])=[O:35])=[O:26])=[CH:19][CH:18]=2)=[C:8]([C:11]2[CH:16]=[CH:15][CH:14]=[CH:13][CH:12]=2)[CH2:9][CH3:10])[CH:2]=[CH:3][CH:4]=[CH:5][CH:6]=1. Reported procedure: Prepared by coupling 1a and benzene sulfonamide in accordance with Procedure 1, Method A described hereinabove. Yield (76%); 1H NMR (CDCl3) δ 8.41 (br. s, 1H), 8.08 (d, J=8.4 Hz, 2H), 7.65–7.07 (m, 16H), 6.86 (d, J=8.4 Hz, 2H), 6.23 (d, J=15.7 Hz, 1H), 2.46 (q, J=7.3 Hz, 2H), 0.92 (t, J=7.3 Hz, 3H); ESI m/z: 492 (M−H−, 100%). Reactants: CCN1C(=O)C(C)(C)Oc2cc(C)c(-c3cc(C=O)ccc3OC)cc21, CC[S-], [Na+], CN(C)C=O, O. The product is CCN1C(=O)C(C)(C)Oc2cc(C)c(-c3cc(C=O)ccc3O)cc21. As a reaction SMILES: [CH2:1]([CH3:2])[N:3]1[C:4](=[O:26])[C:5]([CH3:24])([CH3:25])[O:6][c:7]2[c:8]1[cH:9][c:10](-[c:14]1[cH:15][c:16]([CH:17]=[O:18])[cH:19][cH:20][c:21]1[O:22][CH3:23])[c:11]([CH3:13])[cH:12]2.[CH3:27][CH2:28][S-:29].[Na+:30].[O:32]=[CH:33][N:34]([CH3:35])[CH3:36].[OH2:31]>>[CH2:1]([CH3:2])[N:3]1[C:4](=[O:26])[C:5]([CH3:24])([CH3:25])[O:6][c:7]2[c:8]1[cH:9][c:10](-[c:14]1[cH:15][c:16]([CH:17]=[O:18])[cH:19][cH:20][c:21]1[OH:22])[c:11]([CH3:13])[cH:12]2. Starting materials: CI, CSCCc1noc(C(C)c2ccc(-c3ccccc3)c(F)c2)n1. Product: CC(c1ccc(-c2ccccc2)c(F)c1)c1nc(CC[S+](C)C)no1, [I-]. As a reaction SMILES: [CH3:25][I:26].[F:1][c:2]1[cH:3][c:4]([CH:5]([CH3:6])[c:7]2[n:8][c:9]([CH2:12][CH2:13][S:14][CH3:15])[n:10][o:11]2)[cH:16][cH:17][c:18]1-[c:19]1[cH:20][cH:21][cH:22][cH:23][cH:24]1>>[F:1][c:2]1[cH:3][c:4]([CH:5]([CH3:6])[c:7]2[n:8][c:9]([CH2:12][CH2:13][S+:14]([CH3:15])[CH3:25])[n:10][o:11]2)[cH:16][cH:17][c:18]1-[c:19]1[cH:20][cH:21][cH:22][cH:23][cH:24]1.[I-:26].